Dataset: the Open Reaction Database (ORD), a public repository of structured organic reaction records. Task: describe an organic reaction: reactants, conditions, products, and yield Starting materials: NC1=CC(=NC2=CC=CC=C12)C (4-amino-2-methylquinoline), ClCCCN=C=O (3-chloropropylisocyanate), ClCCNC(=O)NC1=CC(=NC2=CC=CC=C12)C (1-(2-chloroethyl)-3-(2-methyl-quinol-4-yl)-urea). Yields the product ClCCCNC(=O)NC1=CC(=NC2=CC=CC=C12)C (1-(3-Chloro-propyl)-3-(2-methyl-quinolin-4-yl)-urea). Reaction SMILES: [NH2:1][C:2]1[C:11]2[C:6](=[CH:7][CH:8]=[CH:9][CH:10]=2)[N:5]=[C:4]([CH3:12])[CH:3]=1.[Cl:13][CH2:14][CH2:15][CH2:16][N:17]=[C:18]=[O:19].ClCCNC(NC1C2C(=CC=CC=2)N=C(C)C=1)=O>>[Cl:13][CH2:14][CH2:15][CH2:16][NH:17][C:18]([NH:1][C:2]1[C:11]2[C:6](=[CH:7][CH:8]=[CH:9][CH:10]=2)[N:5]=[C:4]([CH3:12])[CH:3]=1)=[O:19]. Reported procedure: The title compound is prepared from 4-amino-2-methylquinoline and 3-chloropropylisocyanate by the method used in the preparation of Example 1A, 1-(2-chloroethyl)-3-(2-methyl-quinol-4-yl)-urea. The reactants are O (Water), C(C)(C)N(C(C)C)CC (N,N-diisopropylethylamine), CS(=O)(=O)Cl (methanesulfonyl chloride), NC1CN(CC1)C1=CC(=NC(=N1)N[C@@H](C)C1=CC=C(C=C1)F)NC1=NC=CN=C1 (6-(3-aminopyrrolidin-1-yl)-N2—[(S)-1-(4-fluorophenyl)ethyl]-N4-(pyrazin-2-yl)pyrimidine-2,4-diamine). The solvent is O1CCCC1 (tetrahydrofuran). Conditions: temperature 0 celsius, time 1 hour. The product is FC1=CC=C(C=C1)[C@H](C)NC1=NC(=CC(=N1)N1CC(CC1)NS(=O)(=O)C)NC1=NC=CN=C1 (N-(1-{2-[(S)-1-(4-fluorophenyl)ethylamino]-6-(pyrazin-2-yl amino)pyrimidin-4-yl}pyrrolidin-3-yl)methanesulfonamide). Reaction SMILES: [NH2:1][CH:2]1[CH2:6][CH2:5][N:4]([C:7]2[N:12]=[C:11]([NH:13][C@H:14]([C:16]3[CH:21]=[CH:20][C:19]([F:22])=[CH:18][CH:17]=3)[CH3:15])[N:10]=[C:9]([NH:23][C:24]3[CH:29]=[N:28][CH:27]=[CH:26][N:25]=3)[CH:8]=2)[CH2:3]1.C(N(CC)C(C)C)(C)C.[CH3:39][S:40](Cl)(=[O:42])=[O:41].O>O1CCCC1>[F:22][C:19]1[CH:20]=[CH:21][C:16]([C@@H:14]([NH:13][C:11]2[N:12]=[C:7]([N:4]3[CH2:5][CH2:6][CH:2]([NH:1][S:40]([CH3:39])(=[O:42])=[O:41])[CH2:3]3)[CH:8]=[C:9]([NH:23][C:24]3[CH:29]=[N:28][CH:27]=[CH:26][N:25]=3)[N:10]=2)[CH3:15])=[CH:17][CH:18]=1. Procedure details: 110 mg of 6-(3-aminopyrrolidin-1-yl)-N2—[(S)-1-(4-fluorophenyl)ethyl]-N4-(pyrazin-2-yl)pyrimidine-2,4-diamine (Example 59) was dissolved in 3 ml of tetrahydrofuran, and 91 μl of N,N-diisopropylethylamine and 21 μl of methanesulfonyl chloride were added at 0° C., and the mixture was stirred at 0° C. for 1 hour. Water was added to the reaction solution, and then the reaction solution was subjected to extraction with ethyl acetate, and the organic layer was washed with water and brine in turn, and ...